From a dataset of the Open Reaction Database (ORD), a public repository of structured organic reaction records. describe an organic reaction: reactants, conditions, products, and yield Reactants: [H-].[Na+] (sodium hydride), [H-].[Na+] (NaH), N1C(CCCCC1)=O (azacycloheptan-2-one), BrCCCCC (1-bromopentane). Product: C(CCCC)N1C(CCCCC1)=O (1-n-Pentylazacycloheptan-2-one). The yield is 71.9%. RXN SMILES: [H-].[Na+].[NH:3]1[CH2:9][CH2:8][CH2:7][CH2:6][CH2:5][C:4]1=[O:10].Br[CH2:12][CH2:13][CH2:14][CH2:15][CH3:16]>>[CH2:12]([N:3]1[CH2:9][CH2:8][CH2:7][CH2:6][CH2:5][C:4]1=[O:10])[CH2:13][CH2:14][CH2:15][CH3:16] |f:0.1|. Reported procedure: Following example 8 and using water condenser from the start of the reaction, 10 g of 50% sodium hydride-mineral oil dispersion (5 g NaH, 0.21 M), 20 g (0.177 M) of azacycloheptan-2-one and 30.2 g (0.2 M) of 1-bromopentane on 18 hr. reflux gave 23.3 g (87%) of colorless product; b.p. 110°-115°/0.3 mm. Procedure: Synthesis was carried out as in example 1, but using 1.7 grams optically pure (+)cis-4-nitrophenyl-3-[[6-[(5-fluoro-2-benzothiazolyl)methoxy]-3,4-dihydro -4-hydroxy-2H-1-benzopyran-3-yl]methyl]benzoate, 410 milligrams sodium hydride and 1.65 grams methanesulfonamide. 187 milligrams of product was obtained. αD =33.4°; c=0.005 in tetrahydrofuran. The product is FC=1C=CC2=C(N=C(S2)COC=2C=CC3=C([C@@H]([C@@H](CO3)CC=3C=C(C(=O)NS(=O)(=O)C)C=CC3)O)C2)C1 ((+)-Cis-3-[[6-[(5-fluoro-2-benzothiazolyl)methoxy]-3,4-dihydro-4-hydroxy-2H-1-benzopyran-3-yl]methyl]-N-(methanesulfonyl)benzamide). Reaction SMILES: [N+](C1C=CC([C:10]2[C:18]([CH2:19][C@H:20]3[C@@H:25]([OH:26])[C:24]4[CH:27]=[C:28]([O:31][CH2:32][C:33]5[S:34][C:35]6[CH:41]=[CH:40][C:39]([F:42])=[CH:38][C:36]=6[N:37]=5)[CH:29]=[CH:30][C:23]=4[O:22][CH2:21]3)=[CH:17][CH:16]=[CH:15][C:11]=2[C:12]([O-])=[O:13])=CC=1)([O-])=O.[H-].[Na+].[CH3:45][S:46]([NH2:49])(=[O:48])=[O:47]>>[F:42][C:39]1[CH:40]=[CH:41][C:35]2[S:34][C:33]([CH2:32][O:31][C:28]3[CH:29]=[CH:30][C:23]4[O:22][CH2:21][C@@H:20]([CH2:19][C:18]5[CH:10]=[C:11]([CH:15]=[CH:16][CH:17]=5)[C:12]([NH:49][S:46]([CH3:45])(=[O:48])=[O:47])=[O:13])[C@@H:25]([OH:26])[C:24]=4[CH:27]=3)=[N:37][C:36]=2[CH:38]=1 |f:1.2|. Starting materials: [N+](=O)([O-])C1=CC=C(C=C1)C1=C(C(=O)[O-])C=CC=C1C[C@@H]1COC2=C([C@@H]1O)C=C(C=C2)OCC=2SC1=C(N2)C=C(C=C1)F ((+)cis-4-nitrophenyl-3-[[6-[(5-fluoro-2-benzothiazolyl)methoxy]-3,4-dihydro -4-hydroxy-2H-1-benzopyran-3-yl]methyl]benzoate), [H-].[Na+] (sodium hydride), CS(=O)(=O)N (methanesulfonamide).